describe an organic reaction: reactants, conditions, products, and yield From a dataset of the Open Reaction Database (ORD), a public repository of structured organic reaction records. Starting materials: FC=1C=C(C=CC1O)C1=CC=C(C=C1)S(=O)(=O)C (3-fluoro-4′-(methylsulfonyl)-4-biphenylol), C(=O)(OC(C)(C)C)N1CCC(CC1)CO (N-Boc-4-piperidinemethanol), C1=CC=C(C=C1)P(C2=CC=CC=C2)C3=CC=CC=C3 (Ph3P), N(=NC(=O)OC(C)C)C(=O)OC(C)C (diisopropyl azodicarboxylate). The solvent is C1CCOC1 (THF), C1CCOC1 (THF). Product: FC=1C=C(C=CC1OCC1CCN(CC1)C(=O)OC(C)(C)C)C1=CC=C(C=C1)S(=O)(=O)C (1,1-Dimethylethyl 4-({[3-fluoro-4′-(methylsulfonyl)-4-biphenylyl]oxy}methyl)-1-piperidinecarboxylate). Yield: 87.4%. As a reaction SMILES: [F:1][C:2]1[CH:3]=[C:4]([C:9]2[CH:14]=[CH:13][C:12]([S:15]([CH3:18])(=[O:17])=[O:16])=[CH:11][CH:10]=2)[CH:5]=[CH:6][C:7]=1[OH:8].[C:19]([N:26]1[CH2:31][CH2:30][CH:29]([CH2:32]O)[CH2:28][CH2:27]1)([O:21][C:22]([CH3:25])([CH3:24])[CH3:23])=[O:20].C1C=CC(P(C2C=CC=CC=2)C2C=CC=CC=2)=CC=1.N(C(OC(C)C)=O)=NC(OC(C)C)=O>C1COCC1>[F:1][C:2]1[CH:3]=[C:4]([C:9]2[CH:10]=[CH:11][C:12]([S:15]([CH3:18])(=[O:17])=[O:16])=[CH:13][CH:14]=2)[CH:5]=[CH:6][C:7]=1[O:8][CH2:32][CH:29]1[CH2:30][CH2:31][N:26]([C:19]([O:21][C:22]([CH3:23])([CH3:25])[CH3:24])=[O:20])[CH2:27][CH2:28]1. Reported procedure: The title compound (0.32 g, 88%) was prepared as a white solid from 3-fluoro-4′-(methylsulfonyl)-4-biphenylol (0.21 g, 0.79 mmol), N-Boc-4-piperidinemethanol (0.18 g, 0.79 mmol) and Ph3P (0.21 g, 0.79 mmol) in THF (5 mL) followed by diisopropyl azodicarboxylate (0.17 g, 94%, 0.79 mmol) in THF (1.5 mL) in a manner similar to Example 1, Step 2. 1H NMR (400 MHz, CDCl3): δ 7.98 (d, 2H, J=8.6 Hz), 7.70 (d, 2H, J=8.6 Hz), 7.40-7.30 (m, 2H), 7.06 (t, 1H, J=8.5 Hz), 4.25-4.15 (m, 2H), 3.92 (d, 2H, J=6.3... The reactants are CO, COc1ccc2nc3cc4ccccc4cc3c(Cl)c2c1, N#C[Cu], N#C[K]. Product: COc1ccc2nc3cc4ccccc4cc3c(C#N)c2c1. As a reaction SMILES: [CH3:28][OH:29].[Cl:1][c:2]1[c:3]2[cH:4][c:5]([O:20][CH3:21])[cH:6][cH:7][c:8]2[n:9][c:10]2[cH:11][c:12]3[c:13]([cH:14][c:15]12)[cH:16][cH:17][cH:18][cH:19]3.[Cu:25][C:26]#[N:27].[K:22][C:23]#[N:24]>>[c:2]1([C:23]#[N:24])[c:3]2[cH:4][c:5]([O:20][CH3:21])[cH:6][cH:7][c:8]2[n:9][c:10]2[cH:11][c:12]3[c:13]([cH:14][c:15]12)[cH:16][cH:17][cH:18][cH:19]3.